This data is from the Open Reaction Database (ORD), a public repository of structured organic reaction records. The task is: describe an organic reaction: reactants, conditions, products, and yield Reactants: Intermediate I, C(C)(C)(C)C1=CC=C(C=C1)CN ((4-(tert-butyl)phenyl)methanamine), BrC=1C=CC=2N(C1)C=C(N2)C(=O)OCC (ethyl 6-bromoimidazo[1,2-a]pyridine-2-carboxylate). Product: BrC=1C=CC=2N(C1)C=C(N2)C(=O)NCC2=CC=C(C=C2)C(C)(C)C (6-Bromo-N-(4-(tert-butyl)benzyl)imidazo[1,2-a]pyridine-2-carboxamide). RXN SMILES: [C:1]([C:5]1[CH:10]=[CH:9][C:8]([CH2:11][NH2:12])=[CH:7][CH:6]=1)([CH3:4])([CH3:3])[CH3:2].[Br:13][C:14]1[CH:15]=[CH:16][C:17]2[N:18]([CH:20]=[C:21]([C:23](OCC)=[O:24])[N:22]=2)[CH:19]=1>>[Br:13][C:14]1[CH:15]=[CH:16][C:17]2[N:18]([CH:20]=[C:21]([C:23]([NH:12][CH2:11][C:8]3[CH:7]=[CH:6][C:5]([C:1]([CH3:4])([CH3:2])[CH3:3])=[CH:10][CH:9]=3)=[O:24])[N:22]=2)[CH:19]=1. Reported procedure: The title compound was prepared by essentially following the same procedures described for Intermediate I, using (4-(tert-butyl)phenyl)methanamine and ethyl 6-bromoimidazo[1,2-a]pyridine-2-carboxylate as starting materials. 1H NMR (400 MHz, CDCl3) δ 9.53 (s, 1H), 8.60 (s, 1H), 8.41 (s, 1H), 7.88 (d, 1H), 7.79 (d, 1H), 7.36 (d, 2H), 7.32 (d, 2H), 4.60 (d, 2H), 1.38 (s, 9H). MS 385.9, 387.9 (M+1)+. The reactants are CCOP(=O)(OCC)C(C#N)C(CCC(=O)O)C1CCOCC1, C1CCOC1, CCOC(C)=O, CCCCCCC, [H-], O=Cc1cc(Oc2ccccc2)ccc1[N+](=O)[O-], [Na+]. The product is N#CC(=Cc1cc(Oc2ccccc2)ccc1[N+](=O)[O-])C(CCC(=O)O)C1CCOCC1. Reaction SMILES: [C:1](#[N:2])[CH:3]([CH:4]([CH2:5][CH2:6][C:7](=[O:8])[OH:9])[CH:10]1[CH2:11][CH2:12][O:13][CH2:14][CH2:15]1)[P:16]([O:17][CH2:18][CH3:19])([O:20][CH2:21][CH3:22])=[O:23].[CH2:50]1[O:51][CH2:52][CH2:53][CH2:54]1.[CH3:44][CH2:45][O:46][C:47](=[O:48])[CH3:49].[CH3:55][CH2:56][CH2:57][CH2:58][CH2:59][CH2:60][CH3:61].[H-:24].[N+:26](=[O:27])([O-:28])[c:29]1[c:30]([CH:31]=[O:32])[cH:33][c:34]([O:37][c:38]2[cH:39][cH:40][cH:41][cH:42][cH:43]2)[cH:35][cH:36]1.[Na+:25]>>[C:1](#[N:2])[C:3]([CH:4]([CH2:5][CH2:6][C:7](=[O:8])[OH:9])[CH:10]1[CH2:11][CH2:12][O:13][CH2:14][CH2:15]1)=[CH:31][c:30]1[c:29]([N+:26](=[O:27])[O-:28])[cH:36][cH:35][c:34]([O:37][c:38]2[cH:39][cH:40][cH:41][cH:42][cH:43]2)[cH:33]1. Reaction SMILES: [Br-:12].[Br-:13].[Br-:14].[CH2:15]([N+:16]([CH2:17][CH2:18][CH2:19][CH3:20])([CH2:21][CH2:22][CH2:23][CH3:24])[CH2:25][CH2:26][CH2:27][CH3:28])[CH2:29][CH2:30][CH3:31].[CH2:32]([N+:33]([CH2:34][CH2:35][CH2:36][CH3:37])([CH2:38][CH2:39][CH2:40][CH3:41])[CH2:42][CH2:43][CH2:44][CH3:45])[CH2:46][CH2:47][CH3:48].[CH2:49]([N+:50]([CH2:51][CH2:52][CH2:53][CH3:54])([CH2:55][CH2:56][CH2:57][CH3:58])[CH2:59][CH2:60][CH2:61][CH3:62])[CH2:63][CH2:64][CH3:65].[CH3:69][OH:70].[Cl:66][CH2:67][Cl:68].[NH2:1][c:2]1[cH:3][cH:4][c:5]([Cl:11])[c:6]([C:8]([CH3:9])=[O:10])[cH:7]1>>[NH2:1][c:2]1[c:3]([Br:12])[cH:4][c:5]([Cl:11])[c:6]([C:8]([CH3:9])=[O:10])[cH:7]1. The product is CC(=O)c1cc(N)c(Br)cc1Cl. The reactants are [Br-], [Br-], [Br-], CCCC[N+](CCCC)(CCCC)CCCC, CCCC[N+](CCCC)(CCCC)CCCC, CCCC[N+](CCCC)(CCCC)CCCC, CO, ClCCl, CC(=O)c1cc(N)ccc1Cl.